Dataset: the Open Reaction Database (ORD), a public repository of structured organic reaction records. Task: describe an organic reaction: reactants, conditions, products, and yield Starting materials: [BH3-]C#N, O=C([O-])[O-], CC#N, COC(=O)C1CSC(c2ccccc2)N1, CC(=O)O, [K+], [K+], [Na+], O. Yields the product COC(=O)C1CSC(c2ccccc2)N1C. RXN SMILES: [C:19]([BH3-:20])#[N:21].[C:23](=[O:24])([O-:25])[O-:26].[CH3:16][C:17]#[N:18].[CH3:1][O:2][C:3](=[O:4])[CH:5]1[NH:6][CH:7]([c:10]2[cH:11][cH:12][cH:13][cH:14][cH:15]2)[S:8][CH2:9]1.[CH3:30][C:31](=[O:32])[OH:33].[K+:27].[K+:28].[Na+:22].[OH2:29]>>[CH3:1][O:2][C:3](=[O:4])[CH:5]1[N:6]([CH3:16])[CH:7]([c:10]2[cH:11][cH:12][cH:13][cH:14][cH:15]2)[S:8][CH2:9]1. The product is Cl.Cl.NC1(CNCC12CC2)C ((−)-7-Amino-7-methyl-5-azaspiro[2.4]heptane dihydrochloride). Reported procedure: Methanol (91 mL) was added to (−)-7-amino-5-benzyl-7-methyl-5-azaspiro[2.4]heptane (16.2 g) for dissolution. To the solution, 5% palladium carbon (5.33 g, water content: 50%) and concentrated hydrochloric acid (15.8 mL) were added. A reaction vessel was purged with hydrogen gas, and the mixture placed in the reaction vessel was stirred for 13 hours. The catalyst was removed through filtration and washing with ethanol. All the organic layers were combined and concentrated under reduced pressure. ... The reagents and catalysts are [C].[Pd] (palladium carbon). The solvent is CO (Methanol). As a reaction SMILES: [NH2:1][C:2]1([CH3:16])[C:6]2([CH2:8][CH2:7]2)[CH2:5][N:4](CC2C=CC=CC=2)[CH2:3]1.[ClH:17]>[C].[Pd].CO>[ClH:17].[ClH:17].[NH2:1][C:2]1([CH3:16])[C:6]2([CH2:8][CH2:7]2)[CH2:5][NH:4][CH2:3]1 |f:2.3,5.6.7|. The reactants are Cl (hydrochloric acid), NC1(CN(CC12CC2)CC2=CC=CC=C2)C ((−)-7-amino-5-benzyl-7-methyl-5-azaspiro[2.4]heptane). Yield: 80.0%. Conditions: time 13 hour. Starting materials: COC(C1=C(C(C(=O)OC)=CC(=C1)O)[N+](=O)[O-])=O (dimethyl-5-hydroxy-2-nitroisophthalate), ice, C([O-])([O-])=O.[K+].[K+] (potassium carbonate), C(C)(C)(C)OC(CBr)=O (tert-butylbromoacetate). Run in CC(=O)C (acetone). Yields the product C(C)(C)(C)OC(COC1=CC(=C(C(=C1)C(=O)OC)[N+](=O)[O-])C(=O)OC)=O (tert-butyl-(3,5-dicarbomethoxy-4-nitrophenoxy)acetate). As a reaction SMILES: [CH3:1][O:2][C:3](=[O:18])[C:4]1[CH:13]=[C:12]([OH:14])[CH:11]=[C:6]([C:7]([O:9][CH3:10])=[O:8])[C:5]=1[N+:15]([O-:17])=[O:16].C(=O)([O-])[O-].[K+].[K+].[C:25]([O:29][C:30](=[O:33])[CH2:31]Br)([CH3:28])([CH3:27])[CH3:26]>CC(C)=O>[C:25]([O:29][C:30](=[O:33])[CH2:31][O:14][C:12]1[CH:11]=[C:6]([C:7]([O:9][CH3:10])=[O:8])[C:5]([N+:15]([O-:17])=[O:16])=[C:4]([C:3]([O:2][CH3:1])=[O:18])[CH:13]=1)([CH3:28])([CH3:27])[CH3:26] |f:1.2.3|. Procedure details: To a solution of 2.55 g. of dimethyl-5-hydroxy-2-nitroisophthalate (prepared as in Example 15, Part B) in 25 ml. of acetone is added 0.69 g. of anhydrous potassium carbonate, followed by 1.95 g. of tert-butylbromoacetate. The mixture is stirred and refluxed for 20 hr. After this time, the cooled reaction mixture is poured with rapid stirring into 200 ml. of ice-cold 1% hydrochloric acid. The solid is collected and washed well with water. Yield 3.4 g.; m.p. 106°-108° C. Starting materials: [I-].[Na+] (sodium iodide), CC1(OC2[C@H](O[C@H](C2O1)N3C=C(C(=O)NC3=O)F)CO)C (2′,3′-O-isopropylidene-5-fluorouridine), C1(=CC=C(C=C1)S(=O)(=O)Cl)C (p-toluenesulfonyl chloride). Solvent: CC(=O)C (acetone), C(C)(=O)OCC (ethyl acetate), CC(=O)C (acetone), O (water), C(C)(=O)OCC (ethyl acetate), C(C)(=O)OCC (ethyl acetate), C(Cl)Cl (methylene chloride), N1=CC=CC=C1 (pyridine), C(Cl)Cl (methylene chloride), O (water). Conditions: temperature 95 celsius, time 5 hour. Yields the product IC[C@@H]1[C@H]([C@H]([C@@H](O1)N1C(=O)NC(=O)C(=C1)F)O)O (5′-deoxy-5′-iodo-5-fluorouridine). Yield: 92.2%. RXN SMILES: CC1(C)[O:9][CH:8]2[CH:4]([C@@H:5]([CH2:19]O)[O:6][C@H:7]2[N:10]2[C:16](=[O:17])[NH:15][C:13](=[O:14])[C:12]([F:18])=[CH:11]2)[O:3]1.C1(C)C=CC(S(Cl)(=O)=O)=CC=1.[I-:33].[Na+]>C(Cl)Cl.N1C=CC=CC=1.C(OCC)(=O)C.O.CC(C)=O>[I:33][CH2:19][C@H:5]1[O:6][C@@H:7]([N:10]2[CH:11]=[C:12]([F:18])[C:13](=[O:14])[NH:15][C:16]2=[O:17])[C@H:8]([OH:9])[C@@H:4]1[OH:3] |f:2.3|. Reported procedure: To a solution of 39.2 g (0.13 m) of 2′,3′-O-isopropylidene-5-fluorouridine in 55 ml of methylene chloride and 159 ml (1.98 m) of pyridine, cooled to +5° C., 60 g (0.315 m) of p-toluenesulfonyl chloride are added. The mixture thus obtained is stirred for 5 hours observing the formation of a plentiful precipitate. Then 160 ml of methylene chloride and 160 ml of water are added thereinto, whereby the temperature rises to 40° C. The phases are separated and the organic one is extracted with about 90... The reactants are N1CCSCC1 (Thiomorpholine), C([O-])([O-])=O.[Cs+].[Cs+] (cesium carbonate), C1(=CC=CC=C1)C (toluene), C(C1=CC=CC=C1)OC1=C(C(=O)NC2=C(C(=O)OC(C)(C)C)C=CC(=C2)C2=CC=CC=C2)C=C(C=C1)Br (tert-butyl 2-(2-(benzyloxy)-5-bromobenzamido)-4-phenylbenzoate), N1CCSCC1 (thiomorpholine), C([O-])([O-])=O.[Cs+].[Cs+] (cesium carbonate). Reagents/catalysts: C=1C=CC(=CC1)/C=C/C(=O)/C=C/C2=CC=CC=C2.C=1C=CC(=CC1)/C=C/C(=O)/C=C/C2=CC=CC=C2.C=1C=CC(=CC1)/C=C/C(=O)/C=C/C2=CC=CC=C2.[Pd].[Pd] (tris(dibenzylideneacetone)dipalladium(0)), C(C)(=O)[O-].[Pd+2].C(C)(=O)[O-] (palladium(II) acetate), C1(CCCCC1)P(C1=C(C=CC=C1)C1=C(C=C(C=C1C(C)C)C(C)C)C(C)C)C1CCCCC1 (2-dicyclohexylphosphino-2′,4′,6′-triisopropylbiphenyl), C=1C=CC(=CC1)/C=C/C(=O)/C=C/C2=CC=CC=C2.C=1C=CC(=CC1)/C=C/C(=O)/C=C/C2=CC=CC=C2.C=1C=CC(=CC1)/C=C/C(=O)/C=C/C2=CC=CC=C2.[Pd].[Pd] (tris(dibenzylideneacetone)dipalladium(0)), C(C)(=O)[O-].[Pd+2].C(C)(=O)[O-] (palladium(II) acetate), C1(CCCCC1)P(C1=C(C=CC=C1)C1=C(C=C(C=C1C(C)C)C(C)C)C(C)C)C1CCCCC1 (2-dicyclohexylphosphino-2′,4′,6′-triisopropylbiphenyl). Run in C(C)(=O)OCC (ethyl acetate), O (water). Yields the product C(C1=CC=CC=C1)OC1=C(C(=O)NC2=C(C(=O)OC(C)(C)C)C=CC(=C2)C2=CC=CC=C2)C=C(C=C1)N1CCSCC1 (tert-butyl 2-(2-(benzyloxy)-5-(thiomorpholin-4-yl)benzamido)-4-phenylbenzoate). RXN SMILES: [NH:1]1[CH2:6][CH2:5][S:4][CH2:3][CH2:2]1.C(=O)([O-])[O-].[Cs+].[Cs+].C1(C)C=CC=CC=1.[CH2:20]([O:27][C:28]1[CH:55]=[CH:54][C:53](Br)=[CH:52][C:29]=1[C:30]([NH:32][C:33]1[CH:45]=[C:44]([C:46]2[CH:51]=[CH:50][CH:49]=[CH:48][CH:47]=2)[CH:43]=[CH:42][C:34]=1[C:35]([O:37][C:38]([CH3:41])([CH3:40])[CH3:39])=[O:36])=[O:31])[C:21]1[CH:26]=[CH:25][CH:24]=[CH:23][CH:22]=1>C1C=CC(/C=C/C(/C=C/C2C=CC=CC=2)=O)=CC=1.C1C=CC(/C=C/C(/C=C/C2C=CC=CC=2)=O)=CC=1.C1C=CC(/C=C/C(/C=C/C2C=CC=CC=2)=O)=CC=1.[Pd].[Pd].C([O-])(=O)C.[Pd+2].C([O-])(=O)C.C1(P(C2CCCCC2)C2C=CC=CC=2C2C(C(C)C)=CC(C(C)C)=CC=2C(C)C)CCCCC1.C(OCC)(=O)C.O>[CH2:20]([O:27][C:28]1[CH:55]=[CH:54][C:53]([N:1]2[CH2:6][CH2:5][S:4][CH2:3][CH2:2]2)=[CH:52][C:29]=1[C:30]([NH:32][C:33]1[CH:45]=[C:44]([C:46]2[CH:51]=[CH:50][CH:49]=[CH:48][CH:47]=2)[CH:43]=[CH:42][C:34]=1[C:35]([O:37][C:38]([CH3:41])([CH3:40])[CH3:39])=[O:36])=[O:31])[C:21]1[CH:22]=[CH:23][CH:24]=[CH:25][CH:26]=1 |f:1.2.3,6.7.8.9.10,11.12.13|. Procedure details: Thiomorpholine (0.14 mL), cesium carbonate (0.58 g), tris(dibenzylideneacetone)dipalladium(0) (8.2 mg), 2-dicyclohexylphosphino-2′,4′,6′-triisopropylbiphenyl (21 mg), and palladium(II) acetate (4.0 mg) were added to a toluene (5.0 mL) solution of tert-butyl 2-(2-(benzyloxy)-5-bromobenzamido)-4-phenylbenzoate (0.50 g), followed by heating to reflux under a nitrogen atmosphere for 2 hours. The reaction mixture was cooled to room temperature, and then thiomorpholine (0.045 mL), cesium carbonate (0.... Reactants: C(C1=CC=CC=C1)OC=1C2=C(C=3CNCC3C1)O[C@]13[C@](C2)([C@H](CC[C@H]1C([C@H](CC3)O)(C)C)C)C ((6aR,7S,9aS,11S,13aS)-5-benzyloxy-2,3,6,6a,7,8,9,9a,10,11,12,13-dodecahydro-11-hydroxy-6a,7,10,10-tetramethyl-1H-benzo[8,8a][l]benzopyrano[2,3-e]isoindole). The reagents and catalysts are [C].[Pd] (palladium-carbon). The solvent is C(C)O (ethanol). Reaction conditions: time 2 hour. Yields the product OC=1C2=C(C=3CNCC3C1)O[C@]13[C@](C2)([C@H](CC[C@H]1C([C@H](CC3)O)(C)C)C)C ((6aR,7S,9aS,11S,13aS)-2,3,6,6a,7,8,9,9a,10,11,12,13-dodecahydro-5,11-dihydroxy-6a,7,10,10-tetramethyl-1H-benzo[8,8a][1]benzopyrano[2,3-e]isoindole). Isolated yield 52.6%. Reaction SMILES: C([O:8][C:9]1[C:10]2[CH2:21][C@:20]3([CH3:34])[C@@H:22]([CH3:33])[CH2:23][CH2:24][C@H:25]4[C:26]([CH3:32])([CH3:31])[C@@H:27]([OH:30])[CH2:28][CH2:29][C@@:19]34[O:18][C:11]=2[C:12]2[CH2:13][NH:14][CH2:15][C:16]=2[CH:17]=1)C1C=CC=CC=1>C(O)C.[C].[Pd]>[OH:8][C:9]1[C:10]2[CH2:21][C@:20]3([CH3:34])[C@@H:22]([CH3:33])[CH2:23][CH2:24][C@H:25]4[C:26]([CH3:32])([CH3:31])[C@@H:27]([OH:30])[CH2:28][CH2:29][C@@:19]34[O:18][C:11]=2[C:12]2[CH2:13][NH:14][CH2:15][C:16]=2[CH:17]=1 |f:2.3|. Procedure details: To Compound (33a) (40 mg, 0.087 mmol) dissolved in 4.0 ml of ethanol was added 12 mg of 10% palladium-carbon, and the mixture stirred at room temperature for 2 hours under hydrogen atmosphere. After filtration for removing palladium-carbon, the reaction was concentrated under reduced pressure. The residue was purified by a silica gel column chromatography (silica gel 2.0 g; chloroform:methanol:water=9:1:0.1-7:3:0.3). The fraction containing the desired compound was concentrated under reduced pre...